This data is from the Open Reaction Database (ORD), a public repository of structured organic reaction records. The task is: describe an organic reaction: reactants, conditions, products, and yield Reactants: C1(=CC=CC=C1)O (phenol), [H-].[Na+] (NaH), BrC1=C(C#N)C(=CC(=N1)N)N (2-bromo-4,6-diaminonicotinonitrile). Run in O1CCOCC1 (dioxane). Reaction conditions: temperature 190 celsius, time 15 minute. Yields the product NC1=CC(=NC(=C1C#N)OC1=CC=CC=C1)N (4,6-Diamino-2-phenoxy-nicotinonitrile). Reaction SMILES: [H-].[Na+].[C:3]1([OH:9])[CH:8]=[CH:7][CH:6]=[CH:5][CH:4]=1.Br[C:11]1[N:18]=[C:17]([NH2:19])[CH:16]=[C:15]([NH2:20])[C:12]=1[C:13]#[N:14]>O1CCOCC1>[NH2:20][C:15]1[C:12]([C:13]#[N:14])=[C:11]([O:9][C:3]2[CH:8]=[CH:7][CH:6]=[CH:5][CH:4]=2)[N:18]=[C:17]([NH2:19])[CH:16]=1 |f:0.1|. Reported procedure: A heavy walled, sealable tube suitable for microwave heating was charged with 60 mg (1.5 mmol) of NaH (60% dispersion in mineral oil) and 3 mL of dioxane. To the suspension was added 150 mg (1.59 mmol) of phenol, then the mixture was stirred for 15 min. Next, 212 mg (1.00 mmol) of 2-bromo-4,6-diaminonicotinonitrile was added. The tube was sealed, and the mixture was heated with a microwave apparatus at 190° C. for 25 minutes then cooled and concentrated under reduced pressure. The residue was di... Reactants: [Si](C)(C)(C(C)(C)C)OCC1=C(C=CC(=C1)OC(C(C)(C)C)=O)Br (2-tert-butyldimethylsilyloxymethyl-4-trimethylacetyloxybromobenzene). The reagents and catalysts are Cl[Pd]([P](C1=CC=CC=C1)(C2=CC=CC=C2)C3=CC=CC=C3)([P](C4=CC=CC=C4)(C5=CC=CC=C5)C6=CC=CC=C6)Cl (bis(triphenylphosphine)palladium dichloride). Solvent: CN(C=O)C (dimethylformamide). Conditions: temperature 135 celsius, time 1 hour. Yields the product [Si](C)(C)(C(C)(C)C)OCC1=C(C=CC(=O)OC)C=CC(=C1)OC(C(C)(C)C)=O (Methyl 2-Tert-butyldimethylsilyloxymethyl-4-trimethylacetyloxycinnamate). RXN SMILES: [Si:1]([O:8][CH2:9][C:10]1[CH:15]=[C:14]([O:16][C:17](=[O:22])[C:18]([CH3:21])([CH3:20])[CH3:19])[CH:13]=[CH:12][C:11]=1Br)([C:4]([CH3:7])([CH3:6])[CH3:5])([CH3:3])[CH3:2]>CN(C)C=O.Cl[Pd](Cl)([P](C1C=CC=CC=1)(C1C=CC=CC=1)C1C=CC=CC=1)[P](C1C=CC=CC=1)(C1C=CC=CC=1)C1C=CC=CC=1>[Si:1]([O:8][CH2:9][C:10]1[CH:15]=[C:14]([O:16][C:17](=[O:22])[C:18]([CH3:21])([CH3:20])[CH3:19])[CH:13]=[CH:12][C:11]=1[CH:19]=[CH:18][C:17]([O:16][CH3:14])=[O:22])([C:4]([CH3:7])([CH3:6])[CH3:5])([CH3:3])[CH3:2] |^1:31,50|. Procedure: To a solution of 2-tert-butyldimethylsilyloxymethyl-4-trimethylacetyloxybromobenzene (48 g) in dry dimethylformamide (460 ml) is added bis(triphenylphosphine)palladium dichloride (2.5 g). The resulting solution is degassed and dry triethylamine (67 ml) added, followed by methyl acrylate (42.6 ml). The resulting solution is stirred at 135° C. for about 1 hour, cooled, diluted with ether, washed with water, dried over magnesium sulfate, filtered, then concentrated under reduced pressure. The resid... The reactants are C(C(C)C)NCC=1SC(=CC1)C1=CC(=CC=C1)S(=O)(=O)C (isobutyl-[5-(3-methanesulfonyl-phenyl)-thiophen-2-ylmethyl]-amine), C1(=CC=CC=C1)CS(=O)(=O)Cl (alpha-toluenesulfonyl chloride), C(C)(C)N(C(C)C)CC (N,N-diisopropyl ethyl amine). The solvent is ClCCl (dichloromethane). Yields the product C(C(C)C)N(S(=O)(=O)CC1=CC=CC=C1)CC=1SC(=CC1)C1=CC(=CC=C1)S(=O)(=O)C (N-isobutyl-N-[5-(3-methanesulfonyl-phenyl)-thiophen-2-ylmethyl]-C-phenyl-methanesulfonamide). RXN SMILES: [CH2:1]([NH:5][CH2:6][C:7]1[S:8][C:9]([C:12]2[CH:17]=[CH:16][CH:15]=[C:14]([S:18]([CH3:21])(=[O:20])=[O:19])[CH:13]=2)=[CH:10][CH:11]=1)[CH:2]([CH3:4])[CH3:3].[C:22]1([CH2:28][S:29](Cl)(=[O:31])=[O:30])[CH:27]=[CH:26][CH:25]=[CH:24][CH:23]=1.C(N(CC)C(C)C)(C)C>ClCCl>[CH2:1]([N:5]([CH2:6][C:7]1[S:8][C:9]([C:12]2[CH:17]=[CH:16][CH:15]=[C:14]([S:18]([CH3:21])(=[O:20])=[O:19])[CH:13]=2)=[CH:10][CH:11]=1)[S:29]([CH2:28][C:22]1[CH:27]=[CH:26][CH:25]=[CH:24][CH:23]=1)(=[O:31])=[O:30])[CH:2]([CH3:4])[CH3:3]. Procedure: In analogy to example 13, step 2, isobutyl-[5-(3-methanesulfonyl-phenyl)-thiophen-2-ylmethyl]-amine (example 15, step 2) was reacted with alpha-toluenesulfonyl chloride and N,N-diisopropyl ethyl amine in dichloromethane to give N-isobutyl-N-[5-(3-methanesulfonyl-phenyl)-thiophen-2-ylmethyl]-C-phenyl-methanesulfonamide as an off-white solid. MS: 495.2 ([M+NH4]+) The reactants are NC1=C(C(=O)NC2=CC(=CC=C2)OC)C=CC=C1 (2-Amino-N-(3-methoxyphenyl)benzamide), CC1(OC(C(C(O1)=O)C(C1=CC=CC=C1)C1=CNC2=CC=CC=C12)=O)C (3-[α-(2,2-dimethyl-4,6-dioxo-1,3-dioxane-5-yl)benzyl]indole), CC1=CC=C(C=C1)S(=O)(=O)[O-].C1=CC=[NH+]C=C1 (PPTS). The solvent is N1=CC=CC=C1 (pyridine). Product: C1(=CC=CC=C1)C(CC1=NC2=CC=CC=C2C(N1C1=CC(=CC=C1)OC)=O)C1=CNC2=CC=CC=C12 (2-[2-Phenyl-2-(3-indolyl)ethyl]-3-(3-methoxyphenyl)-4-(3H)quinazolinone). Isolated yield 25.8%. As a reaction SMILES: [NH2:1][C:2]1[CH:18]=[CH:17][CH:16]=[CH:15][C:3]=1[C:4]([NH:6][C:7]1[CH:12]=[CH:11][CH:10]=[C:9]([O:13][CH3:14])[CH:8]=1)=[O:5].CC1(C)OC(=O)[CH:23]([CH:27]([C:34]2[C:42]3[C:37](=[CH:38][CH:39]=[CH:40][CH:41]=3)[NH:36][CH:35]=2)[C:28]2[CH:33]=[CH:32][CH:31]=[CH:30][CH:29]=2)[C:22](=O)O1.CC1C=CC(S([O-])(=O)=O)=CC=1.C1C=C[NH+]=CC=1>N1C=CC=CC=1>[C:28]1([CH:27]([C:34]2[C:42]3[C:37](=[CH:38][CH:39]=[CH:40][CH:41]=3)[NH:36][CH:35]=2)[CH2:23][C:22]2[N:6]([C:7]3[CH:12]=[CH:11][CH:10]=[C:9]([O:13][CH3:14])[CH:8]=3)[C:4](=[O:5])[C:3]3[C:2](=[CH:18][CH:17]=[CH:16][CH:15]=3)[N:1]=2)[CH:29]=[CH:30][CH:31]=[CH:32][CH:33]=1 |f:2.3|. Procedure details: 2-Amino-N-(3-methoxyphenyl)benzamide (2.77 g, 11.5 mmol), 3-[α-(2,2-dimethyl-4,6-dioxo-1,3-dioxane-5-yl)benzyl]indole (4.00 g, 11.5 mmol), and PPTS (1.44 g, 5.7 mmol) in 20 ml of pyridine was refluxed for seven days. The reaction mixture was concentrated in vacuo to an oil and partitioned between ethyl acetate and water. The ethyl acetate layer was separated, washed (1N hydrochloric acid, saturated sodium bicarbonate, and brine), dried over anhydrous sodium sulfate, and concentrated in vacuo to ... Reactants: CC1=C(C(=NO1)C1=CC=CC=C1)C(=O)NN (5-methyl-3-phenyl-isoxazole-4-carboxylic acid hydrazide), CS(=O)(=O)C1=CC=C(C(=O)O)C=C1 (4-(methanesulfonyl)-benzoic acid). Yields the product CS(=O)(=O)C1=CC=C(C=C1)C=1OC(=NN1)C=1C(=NOC1C)C1=CC=CC=C1 (2-(4-Methanesulfonyl-phenyl)-5-(5-methyl-3-phenyl-isoxazol-4-yl)-[1,3,4]oxadiazole). The yield is 10.0%. RXN SMILES: [CH3:1][C:2]1[O:6][N:5]=[C:4]([C:7]2[CH:12]=[CH:11][CH:10]=[CH:9][CH:8]=2)[C:3]=1[C:13]([NH:15][NH2:16])=[O:14].[CH3:17][S:18]([C:21]1[CH:29]=[CH:28][C:24]([C:25](O)=O)=[CH:23][CH:22]=1)(=[O:20])=[O:19]>>[CH3:17][S:18]([C:21]1[CH:29]=[CH:28][C:24]([C:25]2[O:14][C:13]([C:3]3[C:4]([C:7]4[CH:12]=[CH:11][CH:10]=[CH:9][CH:8]=4)=[N:5][O:6][C:2]=3[CH3:1])=[N:15][N:16]=2)=[CH:23][CH:22]=1)(=[O:19])=[O:20]. Procedure: As described for example 2, 5-methyl-3-phenyl-isoxazole-4-carboxylic acid hydrazide (200 mg, 0.92 mmol) was converted using 4-(methanesulfonyl)-benzoic acid instead of o-toluic acid to the title compound (SiO2, heptane:ethyl acetate:dichloromethane=50:30:20 to 20:60:20, 36 mg, 10%) which was obtained as a white solid. MS: m/e=382.1 [M+H]+. Yields the product CC(C)(C)[Si](OCCN(CCCCO)S(=O)(=O)c1ccc(-c2ccccc2)cc1)(c1ccccc1)c1ccccc1. RXN SMILES: [C:22]([CH3:23])([CH3:24])([CH3:25])[Si:26]([c:27]1[cH:28][cH:29][cH:30][cH:31][cH:32]1)([c:33]1[cH:34][cH:35][cH:36][cH:37][cH:38]1)[O:39][CH2:40][CH2:41][I:42].[O:44]=[CH:45][N:46]([CH3:47])[CH3:48].[OH2:43].[OH:1][CH2:2][CH2:3][CH2:4][CH2:5][NH:6][S:7](=[O:8])(=[O:9])[c:10]1[cH:11][cH:12][c:13](-[c:16]2[cH:17][cH:18][cH:19][cH:20][cH:21]2)[cH:14][cH:15]1>>[OH:1][CH2:2][CH2:3][CH2:4][CH2:5][N:6]([S:7](=[O:8])(=[O:9])[c:10]1[cH:11][cH:12][c:13](-[c:16]2[cH:17][cH:18][cH:19][cH:20][cH:21]2)[cH:14][cH:15]1)[CH2:41][CH2:40][O:39][Si:26]([C:22]([CH3:23])([CH3:24])[CH3:25])([c:27]1[cH:28][cH:29][cH:30][cH:31][cH:32]1)[c:33]1[cH:34][cH:35][cH:36][cH:37][cH:38]1. Starting materials: CC(C)(C)[Si](OCCI)(c1ccccc1)c1ccccc1, CN(C)C=O, O, O=S(=O)(NCCCCO)c1ccc(-c2ccccc2)cc1. The reactants are O=C[C@H](O)[C@@H](O)[C@@H](O)[C@H](O)CO (D-galactose), C(CCCCCCCCCCCCCCCCC)N (stearylamine), amine. Run in C(C)(C)O (isopropanol), O (water). The product is C(CCCCCCCCCCCCCCCCC)NC1[C@H](O)[C@@H](O)[C@@H](O)[C@H](O1)CO (N-Octadecyl-N-(galactopyranosyl)amine). As a reaction SMILES: O=[CH:2][C@@H:3]([C@H:5]([C@H:7]([C@@H:9]([CH2:11][OH:12])[OH:10])[OH:8])[OH:6])[OH:4].[CH2:13]([NH2:31])[CH2:14][CH2:15][CH2:16][CH2:17][CH2:18][CH2:19][CH2:20][CH2:21][CH2:22][CH2:23][CH2:24][CH2:25][CH2:26][CH2:27][CH2:28][CH2:29][CH3:30]>C(O)(C)C.O>[CH2:13]([NH:31][CH:2]1[O:10][C@H:9]([CH2:11][OH:12])[C@H:7]([OH:8])[C@H:5]([OH:6])[C@H:3]1[OH:4])[CH2:14][CH2:15][CH2:16][CH2:17][CH2:18][CH2:19][CH2:20][CH2:21][CH2:22][CH2:23][CH2:24][CH2:25][CH2:26][CH2:27][CH2:28][CH2:29][CH3:30]. Reported procedure: 60 g of D-galactose are suspended in 330 ml of isopropanol and 170 ml of water, and the mixture is heated to 50°. After addition of 90 g of stearylamine, the mixture is stirred until all the amine has gone into solution. On cooling, the glycosylamine crystallizes out. The solid is filtered off with suction, washed consecutively with ethanol and with ether, and dried in vacuo. Starting materials: CC(=O)[O-], Cc1cccc(COC2CCCC(O)C2)c1C(=O)[O-]. Yields the product COC(=O)c1c(C)cccc1COC1CCCC(O)C1. As a reaction SMILES: [CH3:20][C:21](=[O:22])[O-:23].[OH:1][CH:2]1[CH2:3][CH:4]([O:8][CH2:9][c:10]2[c:11]([C:12](=[O:13])[O-:14])[c:15]([CH3:19])[cH:16][cH:17][cH:18]2)[CH2:5][CH2:6][CH2:7]1>>[OH:1][CH:2]1[CH2:3][CH:4]([O:8][CH2:9][c:10]2[c:11]([C:12](=[O:13])[O:14][CH3:20])[c:15]([CH3:19])[cH:16][cH:17][cH:18]2)[CH2:5][CH2:6][CH2:7]1. Starting materials: ClC=1C=NC=2N(C1)N=C(C2)C(=O)O (6-chloro-pyrazolo[1,5-a]pyrimidine-2-carboxylic acid), N1(CCOCC1)C=1C=CC=C2CCNCC12 (8-morpholin-4-yl-1,2,3,4-tetrahydro-isoquinoline). The product is ClC=1C=NC=2N(C1)N=C(C2)C(=O)N2CC1=C(C=CC=C1CC2)N2CCOCC2 ((6-Chloro-pyrazolo[1,5-a]pyrimidin-2-yl)-(8-morpholin-4-yl-3,4-dihydro-1H-isoquinolin-2-yl)-methanone). Reported procedure: In close analogy to the procedure described in Example 1, 6-chloro-pyrazolo[1,5-a]pyrimidine-2-carboxylic acid is reacted with 8-morpholin-4-yl-1,2,3,4-tetrahydro-isoquinoline to provide the title compound in moderate yield. Reaction SMILES: [Cl:1][C:2]1[CH:3]=[N:4][C:5]2[N:6]([N:8]=[C:9]([C:11]([OH:13])=O)[CH:10]=2)[CH:7]=1.[N:14]1([C:20]2[CH:21]=[CH:22][CH:23]=[C:24]3[C:29]=2[CH2:28][NH:27][CH2:26][CH2:25]3)[CH2:19][CH2:18][O:17][CH2:16][CH2:15]1>>[Cl:1][C:2]1[CH:3]=[N:4][C:5]2[N:6]([N:8]=[C:9]([C:11]([N:27]3[CH2:26][CH2:25][C:24]4[C:29](=[C:20]([N:14]5[CH2:19][CH2:18][O:17][CH2:16][CH2:15]5)[CH:21]=[CH:22][CH:23]=4)[CH2:28]3)=[O:13])[CH:10]=2)[CH:7]=1. The reactants are C(CCCCCO)O (hexane-1,6-diol), O1CCCC=C1 (3,4-Dihydro-2-H-pyran). The reagents and catalysts are Cl (hydrochloric acid). Run in C(Cl)(Cl)Cl (chloroform). The product is O1C(CCCC1)OCCCCCCO (6-(2-tetrahydropyranyloxy)hexanol). The yield is 57.0%. RXN SMILES: [O:1]1[CH:6]=[CH:5][CH2:4][CH2:3][CH2:2]1.[CH2:7]([OH:14])[CH2:8][CH2:9][CH2:10][CH2:11][CH2:12][OH:13]>C(Cl)(Cl)Cl.Cl>[O:1]1[CH2:2][CH2:3][CH2:4][CH2:5][CH:6]1[O:13][CH2:12][CH2:11][CH2:10][CH2:9][CH2:8][CH2:7][OH:14]. Procedure: 6-(2-Tetrahydropyranyloxy)hexanol was prepared by a modification of the method described by Bohlmann, Jeute and Reinecke, Chem. Ber., 1969, 102, 3283. 3,4-Dihydro-2-H-pyran (33.6 g., 0.4 mole) was added dropwise at 30°C. with stirring to hexane-1,6-diol (47.2 g., 0.4 mole) in chloroform (500 ml.) and concentrated hydrochloric acid (30 drops). The temperature was allowed to rise to 40°C. and maintained at this level for 3 hours. The solution was then washed with aqueous sodium bicarbonate and the...